Dataset: the Open Reaction Database (ORD), a public repository of structured organic reaction records. Task: describe an organic reaction: reactants, conditions, products, and yield Reactants: BrCc1ccccc1, COC(=O)c1cccc2[nH]c3c(c12)C(=O)CC(C)C3, O=C([O-])[O-], CCOC(C)=O, Cl, [K+], [K+], CN(C)C=O. The product is COC(=O)c1cccc2c1c1c(n2Cc2ccccc2)CC(C)CC1=O. As a reaction SMILES: [Br:20][CH2:21][c:22]1[cH:23][cH:24][cH:25][cH:26][cH:27]1.[C:1](=[O:2])([O:3][CH3:4])[c:5]1[c:6]2[c:7]3[c:12]([nH:13][c:14]2[cH:15][cH:16][cH:17]1)[CH2:11][CH:10]([CH3:18])[CH2:9][C:8]3=[O:19].[C:28](=[O:29])([O-:30])[O-:31].[CH3:39][CH2:40][O:41][C:42](=[O:43])[CH3:44].[ClH:45].[K+:32].[K+:33].[O:34]=[CH:35][N:36]([CH3:37])[CH3:38]>>[C:1](=[O:2])([O:3][CH3:4])[c:5]1[c:6]2[c:7]3[c:12]([n:13]([CH2:21][c:22]4[cH:23][cH:24][cH:25][cH:26][cH:27]4)[c:14]2[cH:15][cH:16][cH:17]1)[CH2:11][CH:10]([CH3:18])[CH2:9][C:8]3=[O:19]. The reactants are Br (hydrobromic acid), C(C1=CC=CC=C1)OCCCNC(CNCC(NCCCOCC1=CC=CC=C1)COCC1=CC=CC=C1)COCC1=CC=CC=C1 (1,13-Bisbenzyloxy-5,9-bisbenzyloxymethyl-4,7,10-triazatridecane), CC(C)O (2-propanol), BrCC(=O)O (bromoacetic acid), [OH-].[Li+] (lithium hydroxide). Solvent: O (water). Yields the product C(=O)(O)CN(CCCOCC1=CC=CC=C1)C(CN(CC(N(CCCOCC1=CC=CC=C1)CC(=O)O)COCC1=CC=CC=C1)CC(=O)O)COCC1=CC=CC=C1 (N4, N7, N10 -Triscarboxymethyl-1,13-bisbenzyloxy-5,9-bisbenzyloxymethyl-4,7,10-triazatridecane). RXN SMILES: [CH2:1]([O:8][CH2:9][CH2:10][CH2:11][NH:12][CH:13]([CH2:39][O:40][CH2:41][C:42]1[CH:47]=[CH:46][CH:45]=[CH:44][CH:43]=1)[CH2:14][NH:15][CH2:16][CH:17]([CH2:30][O:31][CH2:32][C:33]1[CH:38]=[CH:37][CH:36]=[CH:35][CH:34]=1)[NH:18][CH2:19][CH2:20][CH2:21][O:22][CH2:23][C:24]1[CH:29]=[CH:28][CH:27]=[CH:26][CH:25]=1)[C:2]1[CH:7]=[CH:6][CH:5]=[CH:4][CH:3]=1.Br[CH2:49][C:50]([OH:52])=[O:51].[OH-:53].[Li+].Br.C[CH:57]([OH:59])[CH3:58]>O>[C:50]([CH2:49][N:12]([CH:13]([CH2:39][O:40][CH2:41][C:42]1[CH:43]=[CH:44][CH:45]=[CH:46][CH:47]=1)[CH2:14][N:15]([CH2:49][C:50]([OH:52])=[O:51])[CH2:16][CH:17]([CH2:30][O:31][CH2:32][C:33]1[CH:34]=[CH:35][CH:36]=[CH:37][CH:38]=1)[N:18]([CH2:58][C:57]([OH:59])=[O:53])[CH2:19][CH2:20][CH2:21][O:22][CH2:23][C:24]1[CH:25]=[CH:26][CH:27]=[CH:28][CH:29]=1)[CH2:11][CH2:10][CH2:9][O:8][CH2:1][C:2]1[CH:7]=[CH:6][CH:5]=[CH:4][CH:3]=1)([OH:52])=[O:51] |f:2.3|. Procedure: 1,13-Bisbenzyloxy-5,9-bisbenzyloxymethyl-4,7,10-triazatridecane (0.37 g, 0.6 mmol) was dissolved in 2-propanol (5 ml). A solution of bromoacetic acid (0.33 g, 2.4 mmol), lithium hydroxide (0.10 g 2.4 mmol) in water (20 ml) was added. The temperature was gradually increased to reflux over five hours and kept at reflux for four hours. The reaction mixture was kept in the alkaline range during the alkylation. The solution was neutralised with concentrated hydrobromic acid and chromatographed on sil... Procedure details: To a solution of 59 mg (0.33 mmol) of 6-fluoro-1H-indole-7-carboxylic acid and 91 mg (0.3 mmol) of (4-tert-butyl-benzyl)-[2-(4-chloro-phenyl)-ethyl]-amine in 3 ml DCM 63 mg (0.33 mmol) of EDC.HCl were added and the reaction mixture was stirred over night at rt. The product was purified by column chromatography (20 g silica gel; heptane/EtOAc 4:1) to yield 55 mg (40%) product as a white solid. MS (ISP) 463.4 (M+H)+. Isolated yield 39.6%. As a reaction SMILES: [F:1][C:2]1[C:10]([C:11]([OH:13])=O)=[C:9]2[C:5]([CH:6]=[CH:7][NH:8]2)=[CH:4][CH:3]=1.[C:14]([C:18]1[CH:34]=[CH:33][C:21]([CH2:22][NH:23][CH2:24][CH2:25][C:26]2[CH:31]=[CH:30][C:29]([Cl:32])=[CH:28][CH:27]=2)=[CH:20][CH:19]=1)([CH3:17])([CH3:16])[CH3:15].C(Cl)Cl.CCN=C=NCCCN(C)C.Cl>>[C:14]([C:18]1[CH:34]=[CH:33][C:21]([CH2:22][N:23]([CH2:24][CH2:25][C:26]2[CH:31]=[CH:30][C:29]([Cl:32])=[CH:28][CH:27]=2)[C:11]([C:10]2[C:2]([F:1])=[CH:3][CH:4]=[C:5]3[C:9]=2[NH:8][CH:7]=[CH:6]3)=[O:13])=[CH:20][CH:19]=1)([CH3:17])([CH3:15])[CH3:16] |f:3.4|. Reactants: FC1=CC=C2C=CNC2=C1C(=O)O (6-fluoro-1H-indole-7-carboxylic acid), C(C)(C)(C)C1=CC=C(CNCCC2=CC=C(C=C2)Cl)C=C1 ((4-tert-butyl-benzyl)-[2-(4-chloro-phenyl)-ethyl]-amine), C(Cl)Cl (DCM), CCN=C=NCCCN(C)C.Cl (EDC.HCl). The product is C(C)(C)(C)C1=CC=C(CN(C(=O)C=2C(=CC=C3C=CNC23)F)CCC2=CC=C(C=C2)Cl)C=C1 (6-Fluoro-1H-indole-7-carboxylic acid (4-tert-butyl-benzyl)-[2-(4-chloro-phenyl)-ethyl]-amide). The reactants are C(C=1C(=CC=CC1)OC)=O (o-anisaldehyde), CNCCNC (N,N′-dimethylethylenediamine), [O-]S(=O)(=O)[O-].[Mg+2] (MgSO4). Solvent: C(C)O (ethanol). Run at time 20 minute. The product is COC1=C(C=CC=C1)C1N(CCN1C)C (2-(2-methoxyphenyl)-1,3-dimethylimidazolidine). Isolated yield 88.0%. As a reaction SMILES: [CH:1](=O)[C:2]1[C:3]([O:8][CH3:9])=[CH:4][CH:5]=[CH:6][CH:7]=1.[CH3:11][NH:12][CH2:13][CH2:14][NH:15][CH3:16].[O-]S([O-])(=O)=O.[Mg+2]>C(O)C>[CH3:9][O:8][C:3]1[CH:4]=[CH:5][CH:6]=[CH:7][C:2]=1[CH:1]1[N:15]([CH3:16])[CH2:14][CH2:13][N:12]1[CH3:11] |f:2.3|. Procedure details: A solution of o-anisaldehyde (9.0 g, 66 mmol) and N,N′-dimethylethylenediamine (7.9 mL, 73 mmol) in ethanol (180 mL) was stirred at r.t. for overnight. MgSO4 (30 g) was added and the mixture was stirred for 20 min. The reaction mixture was filtered and washed with ether. The solvent was removed in vacuo to afford 2-(2-methoxyphenyl)-1,3-dimethylimidazolidine as a light yellow solid, 12 g, yield 88%. 1H NMR (500 MHz, CHLOROFORM-D) δ ppm 2.21 (s, 6H) 2.57-2.72 (m, 2H) 3.34 (d, J=2.75 Hz, 2H) 3.82 ... Procedure: 6N Hydrochloric acid (15 mL) was added to a solution of tert-butyl [3-cyano-4-(4-fluorophenyl)-2,2-dimethyl-2H-chromen-7-yl]carbamate (a compound obtained in Reference Example 8(3); 150 mg) in dioxane (5 mL) and the mixture was heated under reflux for 90 hours. The reaction solution was concentrated in vacuo, the resulted residue was diluted with ethyl acetate and washed with a saturated solution of sodium bicarbonate and brine. The organic layer was filtered through a column of porous diatomite... Product: NC1=CC=C2C(=C(C(OC2=C1)(C)C)C(=O)N)C1=CC=C(C=C1)F (7-amino-4-(4-fluorophenyl)-2,2-dimethyl-2H-chromen-3-carboxamide). Reaction SMILES: Cl.[C:2]([C:4]1[C:5]([CH3:30])([CH3:29])[O:6][C:7]2[C:12]([C:13]=1[C:14]1[CH:19]=[CH:18][C:17]([F:20])=[CH:16][CH:15]=1)=[CH:11][CH:10]=[C:9]([NH:21]C(=O)OC(C)(C)C)[CH:8]=2)#[N:3].[O:31]1CCOCC1>>[NH2:21][C:9]1[CH:8]=[C:7]2[C:12]([C:13]([C:14]3[CH:19]=[CH:18][C:17]([F:20])=[CH:16][CH:15]=3)=[C:4]([C:2]([NH2:3])=[O:31])[C:5]([CH3:30])([CH3:29])[O:6]2)=[CH:11][CH:10]=1. Reactants: Cl (Hydrochloric acid), C(#N)C=1C(OC2=CC(=CC=C2C1C1=CC=C(C=C1)F)NC(OC(C)(C)C)=O)(C)C (tert-butyl [3-cyano-4-(4-fluorophenyl)-2,2-dimethyl-2H-chromen-7-yl]carbamate), O1CCOCC1 (dioxane). Starting materials: CS(=O)C (dimethylsulfoxide), C(C(=O)Cl)(=O)Cl (oxalyl chloride), CC=1N(C(=CC1)C)C(C(C)O)C (3-(2,5-dimethylpyrrol-1-yl)-2-butanol). Solvent: C(Cl)Cl (methylene chloride), C(C)(=O)O (acetic acid). The product is NC(C(C)O)C (3-amino-2-butanol), C(C(=O)C)CC(C)=O (acetonylacetone). RXN SMILES: CS(C)=O.[C:5](Cl)(=[O:9])[C:6](Cl)=O.CC1[N:13]([CH:18]([CH3:22])[CH:19]([OH:21])[CH3:20])C(C)=CC=1>C(Cl)Cl.C(O)(=O)C>[NH2:13][CH:18]([CH3:22])[CH:19]([OH:21])[CH3:20].[CH2:18]([CH2:22][C:5](=[O:9])[CH3:6])[C:19]([CH3:20])=[O:21]. Reported procedure: To a solution of dimethylsulfoxide (1.56 g, 20.0 mmoles) and oxalyl chloride (1.9 g, 15.0 mmoles) in 20 ml of methylene chloride cooled to -78° C. was added 1.67 g (10.0 mmoles) of 3-(2,5-dimethylpyrrol-1-yl)-2-butanol obtained by dehydration cyclization of 3-amino-2-butanol and acetonylacetone in acetic acid. One hour later, 3 ml of triethylamine was added, and the mixture stirred at room temperature for 5 hours. The mixture was extracted with chloroform. The chloroform layer was dried over anh... Reactants: C(C=C)(=O)OCC (ethyl acrylate), N1CCC(CC1)N(C(CC)=O)C (N-piperid-4-yl-N-methylpropionamide). Solvent: C(C)O (ethanol), C(C)O (ethanol). Conditions: time 3 hour. Product: C(C)OC(=O)CCN1CCC(CC1)N(C(CC)=O)C (N-{1-[2-(ethoxycarbonyl)-ethyl]-piperid-4-yl}-N-methylpropionamide). RXN SMILES: [C:1]([O:5][CH2:6][CH3:7])(=[O:4])[CH:2]=[CH2:3].[NH:8]1[CH2:13][CH2:12][CH:11]([N:14]([CH3:19])[C:15](=[O:18])[CH2:16][CH3:17])[CH2:10][CH2:9]1>C(O)C>[CH2:6]([O:5][C:1]([CH2:2][CH2:3][N:8]1[CH2:13][CH2:12][CH:11]([N:14]([CH3:19])[C:15](=[O:18])[CH2:16][CH3:17])[CH2:10][CH2:9]1)=[O:4])[CH3:7]. Reported procedure: 14 g of ethyl acrylate in 45 ml of ethanol are added dropwise to 23.8 of the amine obtained in Stage C of Example 1 dissolved in 45 ml of ethanol. The mixture is stirred at room temperature for 3 hours, evaporated, and the residual oil is distilled in a Kugelrohr (bulb tube) at 120° C. and 0.09 mm Hg. Reactants: CC(=O)O[BH-](OC(C)=O)OC(C)=O, COC(=O)c1c[nH]c2c1-c1ncccc1CNC2, O=Cc1ccccc1, CC(Cl)Cl, [Na+]. The product is COC(=O)c1c[nH]c2c1-c1ncccc1CN(Cc1ccccc1)C2. As a reaction SMILES: [C:27]([O:28][BH-:29]([O:30][C:31](=[O:32])[CH3:33])[O:34][C:35](=[O:36])[CH3:37])(=[O:38])[CH3:39].[CH3:1][O:2][C:3](=[O:4])[c:5]1[cH:6][nH:7][c:8]2[c:14]1-[c:13]1[c:12]([cH:18][cH:17][cH:16][n:15]1)[CH2:11][NH:10][CH2:9]2.[CH:19](=[O:20])[c:21]1[cH:22][cH:23][cH:24][cH:25][cH:26]1.[Cl:41][CH:42]([Cl:43])[CH3:44].[Na+:40]>>[CH3:1][O:2][C:3](=[O:4])[c:5]1[cH:6][nH:7][c:8]2[c:14]1-[c:13]1[c:12]([cH:18][cH:17][cH:16][n:15]1)[CH2:11][N:10]([CH2:19][c:21]1[cH:22][cH:23][cH:24][cH:25][cH:26]1)[CH2:9]2.